From a dataset of the Open Reaction Database (ORD), a public repository of structured organic reaction records. describe an organic reaction: reactants, conditions, products, and yield RXN SMILES: [CH2:1]([O:3][CH2:4][C:5]1[CH:10]=[CH:9][CH:8]=[CH:7][CH:6]=1)[CH3:2].[OH:11]N1C(=O)C2=CC=CC=C2C1=O>C(#N)C>[CH:4](=[O:3])[C:5]1[CH:10]=[CH:9][CH:8]=[CH:7][CH:6]=1.[C:4]([O:3][CH2:1][CH3:2])(=[O:11])[C:5]1[CH:10]=[CH:9][CH:8]=[CH:7][CH:6]=1. Solvent: C(C)#N (acetonitrile). Procedure: A mixture of 1 mmol of benzyl ethyl ether, 0.1 mmol of N-hydroxyphthalimide, and 5 ml of acetonitrile was stirred at 60° C. under a nitrogen monoxide atmosphere (1 atm) for 5 hours. Gas chromatographic analysis of products in the reaction mixture revealed that benzyl ethyl ether was converted, at a rate of 82%, into benzaldehyde (yield: 57%), and ethyl benzoate (yield: 18%). Yield: 18.0%. Product: C(C1=CC=CC=C1)=O (benzaldehyde), C(C1=CC=CC=C1)(=O)OCC (ethyl benzoate). Reactants: C(C)OCC1=CC=CC=C1 (benzyl ethyl ether), ON1C(C=2C(C1=O)=CC=CC2)=O (N-hydroxyphthalimide), C(C)OCC1=CC=CC=C1 (benzyl ethyl ether). Conditions: temperature 60 celsius, time 5 hour. The reactants are C1(=CC=CC=C1)C1=C(C=CC2=CC=CC=C12)CO ((1-phenyl-2-naphthyl)methanol), S(=O)(Br)Br (thionyl bromide). Run in C1(=CC=CC=C1)C (toluene), C1(=CC=CC=C1)C (toluene). Reaction conditions: time 1 hour. The product is C1(=CC=CC=C1)C1=C(C=CC2=CC=CC=C12)CBr ((1-phenyl-2-naphtyl) methylbromide). RXN SMILES: [C:1]1([C:7]2[C:16]3[C:11](=[CH:12][CH:13]=[CH:14][CH:15]=3)[CH:10]=[CH:9][C:8]=2[CH2:17]O)[CH:6]=[CH:5][CH:4]=[CH:3][CH:2]=1.S(Br)([Br:21])=O>C1(C)C=CC=CC=1>[C:1]1([C:7]2[C:16]3[C:11](=[CH:12][CH:13]=[CH:14][CH:15]=3)[CH:10]=[CH:9][C:8]=2[CH2:17][Br:21])[CH:6]=[CH:5][CH:4]=[CH:3][CH:2]=1. Reported procedure: The above alcohol (2.3 g) was dissolved in toluene (10 ml) and thionyl bromide (1.0 ml) was added. The mixture was stirred at ambient temperature for 1 h, heated at reflux for 10 minutes and finally stirred at ambient temperature for 30 minutes. The reaction mixture was diluted with toluene (75 ml), washed with a 10% sodium bicarbonate solution and dried (MgSO4). The solvent was evaporated in vacuo to give crude (1-phenyl-2-naphtyl) methylbromide. Isolated yield 92.6%. Reported procedure: 2-Chloromethyl-6-cyclopentylsulfanyl-pyridine (0.040 g, 0.17 mmol) obtained in Step C of Preparation Example 27 and 2-(3-fluoro-4-hydroxy-phenyl)-cyclopropane carboxylic acid ethyl ester (0.040 g, 0.17 mmol) obtained in Step C of Preparation Example 44 were used to react sequentially in the same manner as in Steps A and B of Example 1 to obtain the title compound (0.061 g, 89%). Reactants: ClCC1=NC(=CC=C1)SC1CCCC1 (2-Chloromethyl-6-cyclopentylsulfanyl-pyridine), C(C)OC(=O)C1C(C1)C1=CC(=C(C=C1)O)F (2-(3-fluoro-4-hydroxy-phenyl)-cyclopropane carboxylic acid ethyl ester). The product is C1(CCCC1)SC1=CC=CC(=N1)COC1=C(C=C(C=C1)C1C(C1)C(=O)O)F (2-[4-(6-cyclopentylsulfanyl-pyridin-2-ylmethoxy)-3-fluoro-phenyl]-cyclopropane carboxylic acid). Reaction SMILES: Cl[CH2:2][C:3]1[CH:8]=[CH:7][CH:6]=[C:5]([S:9][CH:10]2[CH2:14][CH2:13][CH2:12][CH2:11]2)[N:4]=1.C([O:17][C:18]([CH:20]1[CH2:22][CH:21]1[C:23]1[CH:28]=[CH:27][C:26]([OH:29])=[C:25]([F:30])[CH:24]=1)=[O:19])C>>[CH:10]1([S:9][C:5]2[N:4]=[C:3]([CH2:2][O:29][C:26]3[CH:27]=[CH:28][C:23]([CH:21]4[CH2:22][CH:20]4[C:18]([OH:19])=[O:17])=[CH:24][C:25]=3[F:30])[CH:8]=[CH:7][CH:6]=2)[CH2:14][CH2:13][CH2:12][CH2:11]1. Reactants: N1=CC=C(C2=CC=CC=C12)/C=C/C(=O)OC ((E)-Methyl 3-(4-Quinolinyl)propenoate). The reagents and catalysts are [Pd] (Pd-C). The solvent is CO (CH3OH). The product is EtOAc hexanes, N1=CC=C(C2=CC=CC=C12)CCC(=O)OC (Methyl 3-(4-Quinolinyl)propionate). The yield is 62.1%. RXN SMILES: [N:1]1[C:10]2[C:5](=[CH:6][CH:7]=[CH:8][CH:9]=2)[C:4](/[CH:11]=[CH:12]/[C:13]([O:15][CH3:16])=[O:14])=[CH:3][CH:2]=1>CO.[Pd]>[N:1]1[C:10]2[C:5](=[CH:6][CH:7]=[CH:8][CH:9]=2)[C:4]([CH2:11][CH2:12][C:13]([O:15][CH3:16])=[O:14])=[CH:3][CH:2]=1. Procedure details: A solution of 11c (3.14 g, 14.73 mmol) in 41 mL dry CH3OH was treated with 10% Pd-C (157.0 mg, 5 wt %) at room temperature under a hydrogen atmosphere (balloon) (8 h). The reaction mixture was then filtered through a Celite plug, washed with EtOAc (150 mL), and concentrated in vacuo. SGC chromatotron (SiO2, 4 mm, 15-50% EtOAc/hexanes) afforded 12c (1.97 g, 2.03 g theoretical, 97%). For 12c: --H NMR (CDCl3, 250 MHz) d 8.77 (d, 1H, J=4.4 Hz, Ar C2-H), 8.08 (d, 1H, J=7.9 Hz, Ar C5-H or C8-H), 7.98 ...